This data is from the Open Reaction Database (ORD), a public repository of structured organic reaction records. The task is: describe an organic reaction: reactants, conditions, products, and yield Starting materials: ClCc1nnc2n1-c1ccc(Br)cc1C(c1ccccc1)=NC2, NCC1CC1, Cl, [I-], [K+], [K+], C1CCOC1, [OH-]. Yields the product Brc1ccc2c(c1)C(c1ccccc1)=NCc1nnc(CNCC3CC3)n1-2. As a reaction SMILES: [Br:9][c:10]1[cH:11][cH:12][c:13]2[c:14]([cH:31]1)[C:15]([c:25]1[cH:26][cH:27][cH:28][cH:29][cH:30]1)=[N:16][CH2:17][c:18]1[n:19]-2[c:20]([CH2:23][Cl:24])[n:21][n:22]1.[CH:4]1([CH2:7][NH2:8])[CH2:5][CH2:6]1.[ClH:3].[I-:33].[K+:2].[K+:32].[O:34]1[CH2:35][CH2:36][CH2:37][CH2:38]1.[OH-:1]>>[CH:4]1([CH2:7][NH:8][CH2:23][c:20]2[n:19]3[c:18]([n:22][n:21]2)[CH2:17][N:16]=[C:15]([c:25]2[cH:26][cH:27][cH:28][cH:29][cH:30]2)[c:14]2[c:13]-3[cH:12][cH:11][c:10]([Br:9])[cH:31]2)[CH2:5][CH2:6]1. Starting materials: COC(=O)C(Cc1ccc(-c2ccccc2S(=O)(=O)NC(C)(C)C)cc1)NC(=O)c1c(Cl)cccc1Cl, COc1ccccc1, O=C(O)C(F)(F)F. The product is COC(=O)C(Cc1ccc(-c2ccccc2S(N)(=O)=O)cc1)NC(=O)c1c(Cl)cccc1Cl. As a reaction SMILES: [CH3:1][O:2][C:3]([CH:4]([NH:5][C:6]([c:7]1[c:8]([Cl:14])[cH:9][cH:10][cH:11][c:12]1[Cl:13])=[O:15])[CH2:16][c:17]1[cH:18][cH:19][c:20](-[c:23]2[c:24]([S:29]([NH:30][C:31]([CH3:32])([CH3:33])[CH3:34])(=[O:35])=[O:36])[cH:25][cH:26][cH:27][cH:28]2)[cH:21][cH:22]1)=[O:37].[CH3:38][O:39][c:40]1[cH:41][cH:42][cH:43][cH:44][cH:45]1.[F:46][C:47]([F:48])([F:49])[C:50]([OH:51])=[O:52]>>[CH3:1][O:2][C:3]([CH:4]([NH:5][C:6]([c:7]1[c:8]([Cl:14])[cH:9][cH:10][cH:11][c:12]1[Cl:13])=[O:15])[CH2:16][c:17]1[cH:18][cH:19][c:20](-[c:23]2[c:24]([S:29]([NH2:30])(=[O:35])=[O:36])[cH:25][cH:26][cH:27][cH:28]2)[cH:21][cH:22]1)=[O:37]. The reactants are CI, CC(C)(C)OC(=O)N1CCC(NC(=O)c2ccc(N3CCOCC3)cc2)C(c2ccc(Cl)c(Cl)c2)C1, [H-], [Na+], CN(C)C=O, O. Yields the product CN(C(=O)c1ccc(N2CCOCC2)cc1)C1CCN(C(=O)OC(C)(C)C)CC1c1ccc(Cl)c(Cl)c1. Reaction SMILES: [CH3:39][I:40].[Cl:1][c:2]1[cH:3][c:4]([CH:9]2[CH2:10][N:11]([C:30](=[O:31])[O:32][C:33]([CH3:34])([CH3:35])[CH3:36])[CH2:12][CH2:13][CH:14]2[NH:15][C:16](=[O:17])[c:18]2[cH:19][cH:20][c:21]([N:24]3[CH2:25][CH2:26][O:27][CH2:28][CH2:29]3)[cH:22][cH:23]2)[cH:5][cH:6][c:7]1[Cl:8].[H-:37].[Na+:38].[O:42]=[CH:43][N:44]([CH3:45])[CH3:46].[OH2:41]>>[Cl:1][c:2]1[cH:3][c:4]([CH:9]2[CH2:10][N:11]([C:30](=[O:31])[O:32][C:33]([CH3:34])([CH3:35])[CH3:36])[CH2:12][CH2:13][CH:14]2[N:15]([C:16](=[O:17])[c:18]2[cH:19][cH:20][c:21]([N:24]3[CH2:25][CH2:26][O:27][CH2:28][CH2:29]3)[cH:22][cH:23]2)[CH3:39])[cH:5][cH:6][c:7]1[Cl:8]. The reactants are C(C1=CC=CC=C1)N1C[C@@H](C(NC2=C1C=CC=C2)=O)NC(OC(C)(C)C)=O (tert-butyl [(3S)-1-benzyl-4-oxo-2,3,4,5-tetrahydro-1H-1,5-benzodiazepin-3-yl]carbamate), solution, Cl (hydrochloric acid). Run in O1CCOCC1 (dioxane), O1CCOCC1 (dioxane). Run at time 8 hour. The product is Cl.N[C@H]1CN(C2=C(NC1=O)C=CC=C2)CC2=CC=CC=C2 ((3S)-3-amino-5-benzyl-1,3,4,5-tetrahydro-2H-1,5-benzodiazepin-2-one hydrochloride). Reaction SMILES: [CH2:1]([N:8]1[C:14]2[CH:15]=[CH:16][CH:17]=[CH:18][C:13]=2[NH:12][C:11](=[O:19])[C@@H:10]([NH:20]C(=O)OC(C)(C)C)[CH2:9]1)[C:2]1[CH:7]=[CH:6][CH:5]=[CH:4][CH:3]=1.[ClH:28]>O1CCOCC1>[ClH:28].[NH2:20][C@@H:10]1[C:11](=[O:19])[NH:12][C:13]2[CH:18]=[CH:17][CH:16]=[CH:15][C:14]=2[N:8]([CH2:1][C:2]2[CH:3]=[CH:4][CH:5]=[CH:6][CH:7]=2)[CH2:9]1 |f:3.4|. Procedure details: 357.5 mg of 15 (0.97 mmol) prepared according to the procedure described in step 1 are taken up in a 25 mL round-bottomed flask and 6.3 ml of dioxane and 7.5 mL of a solution of hydrochloric acid in dioxane (4M) are added. The medium is stirred overnight at RT under argon. A precipitate forms which is drained and washed with isopropyl ether (15 mL) and dried under vacuum. 280 mg of expected product 16 (white solid) are obtained in hydrochloride form. Reactants: N1C(=CC=C1)C1=NN2C(NC=3C=CC=CC3C2=N1)=S (2-(2-pyrrolyl)-5-thiono-5,6-dihydro[1,2,4]triazolo[1,5-c]quinazoline), ClC=1C=CC(=C(C#N)C1)N=C=S (5-chloro-2-isothiocyanatobenzonitrile), N1C(=CC=C1)C(=O)NN (2-pyrrolecarbohydrazide), CN (methylamine), CN (methylamine). Reaction conditions: temperature 150 celsius. Yields the product CN=C1NC=2C=CC=CC2C=2N1N=C(N2)C=2NC=CC2 (5-methylimino-5,6-dihydro-2-(2-pyrrolyl)-[1,2,4]triazolo-[1,5-c]quinazoline). Reaction SMILES: [NH:1]1[CH:5]=[CH:4][CH:3]=[C:2]1[C:6]1[N:18]=[C:17]2[N:8]([C:9](=S)[NH:10][C:11]3[CH:12]=[CH:13][CH:14]=[CH:15][C:16]=32)[N:7]=1.ClC1C=CC(N=C=S)=C(C=1)[C:26]#[N:27].N1C=CC=C1C(NN)=O.CN>>[CH3:26][N:27]=[C:9]1[N:8]2[N:7]=[C:6]([C:2]3[NH:1][CH:5]=[CH:4][CH:3]=3)[N:18]=[C:17]2[C:16]2[CH:15]=[CH:14][CH:13]=[CH:12][C:11]=2[NH:10]1. Procedure: A mixture of 2-(2-pyrrolyl)-5-thiono-5,6-dihydro[1,2,4]triazolo[1,5-c]quinazoline (4.28 g), prepared from 5-chloro-2-isothiocyanatobenzonitrile and 2-pyrrolecarbohydrazide as described in Example 39, is placed in a stainless steel pressure vessel with 40% aqueous methylamine saturated at 0° with methylamine gas (225 ml) and heated 6 hours at an outside temperature of 150° C. The reaction mixture is cooled to room temperature and the solid collected, washed with water and air dried. Recrystalliza... Starting materials: CCOC(=O)CC(CCCCCCCNC(=O)OC(C)(C)C)c1cnc(C)nc1, CCOC(C)=O, Cl. The product is CCOC(=O)CC(CCCCCCCN)c1cnc(C)nc1. As a reaction SMILES: [CH2:1]([CH3:2])[O:3][C:4]([CH2:5][CH:6]([CH2:7][CH2:8][CH2:9][CH2:10][CH2:11][CH2:12][CH2:13][NH:14][C:15]([O:16][C:17]([CH3:18])([CH3:19])[CH3:20])=[O:21])[c:22]1[cH:23][n:24][c:25]([CH3:28])[n:26][cH:27]1)=[O:29].[CH3:31][CH2:32][O:33][C:34](=[O:35])[CH3:36].[ClH:30]>>[CH2:1]([CH3:2])[O:3][C:4]([CH2:5][CH:6]([CH2:7][CH2:8][CH2:9][CH2:10][CH2:11][CH2:12][CH2:13][NH2:14])[c:22]1[cH:23][n:24][c:25]([CH3:28])[n:26][cH:27]1)=[O:29]. Reactants: CCCCCCCCCCCCCCN, NS(N)(=O)=O. The product is CCCCCCCCCCCCCCNS(N)(=O)=O. Reaction SMILES: [CH2:1]([CH2:2][CH2:3][CH2:4][CH2:5][CH2:6][CH2:7][CH2:8][CH2:9][CH2:10][CH2:11][CH2:12][CH2:13][CH3:14])[NH2:15].[NH2:16][S:17]([NH2:18])(=[O:19])=[O:20]>>[CH2:1]([CH2:2][CH2:3][CH2:4][CH2:5][CH2:6][CH2:7][CH2:8][CH2:9][CH2:10][CH2:11][CH2:12][CH2:13][CH3:14])[NH:15][S:17]([NH2:16])(=[O:19])=[O:20].